From a dataset of the Open Reaction Database (ORD), a public repository of structured organic reaction records. describe an organic reaction: reactants, conditions, products, and yield Starting materials: C1(=CC=CC=C1)O (phenol), [H-].[Na+] (sodium hydride), ClC1=C(CC2=C(N3N(CCC3)C2=O)C2=NC(=NC=C2)S(=O)(=O)C)C=CC=C1 (2-(2-chloro-benzyl)-3-(2-methanesulfonyl-pyrimidin-4-yl)-6,7-dihydro-5H-pyrazolo[1,2-a]pyrazol-1-one). Run in C1CCOC1 (THF), C1CCOC1 (THF), C(=O)(O)[O-].[Na+] (NaHCO3). Run at time 1.5 hour. Yields the product ClC1=C(CC2=C(N3N(CCC3)C2=O)C2=NC(=NC=C2)OC2=CC=CC=C2)C=CC=C1 (2-(2-chlorobenzyl)-3-(2-phenoxy-pyrimidin-4-yl)-6,7-dihydro-5H-pyrazolo[1,2-a]pyrazol-1-one). As a reaction SMILES: [C:1]1([OH:7])[CH:6]=[CH:5][CH:4]=[CH:3][CH:2]=1.[H-].[Na+].[Cl:10][C:11]1[CH:36]=[CH:35][CH:34]=[CH:33][C:12]=1[CH2:13][C:14]1[C:21](=[O:22])[N:17]2[CH2:18][CH2:19][CH2:20][N:16]2[C:15]=1[C:23]1[CH:28]=[CH:27][N:26]=[C:25](S(C)(=O)=O)[N:24]=1>C1COCC1.C([O-])(O)=O.[Na+]>[Cl:10][C:11]1[CH:36]=[CH:35][CH:34]=[CH:33][C:12]=1[CH2:13][C:14]1[C:21](=[O:22])[N:17]2[CH2:18][CH2:19][CH2:20][N:16]2[C:15]=1[C:23]1[CH:28]=[CH:27][N:26]=[C:25]([O:7][C:1]2[CH:6]=[CH:5][CH:4]=[CH:3][CH:2]=2)[N:24]=1 |f:1.2,5.6|. Procedure details: To a solution of phenol (0.18 g, 1.00 mmol) in THF (4 mL) is added sodium hydride (0.10 g of a 60% dispersion in mineral oil, 1.60 mmol). After stirring 5 min at room temperature a solution of 2-(2-chloro-benzyl)-3-(2-methanesulfonyl-pyrimidin-4-yl)-6,7-dihydro-5H-pyrazolo[1,2-a]pyrazol-1-one, 8, (0.21 g, 0.50 mmol) in THF (5 mL) is added to the reaction mixture. After stirring 1.5 h at room temperature, the mixture is diluted with aqueous saturated NaHCO3. The aqueous phase is extracted three t... Starting materials: cis-5-Methoxymethyl-Boc-3-Pyrrolidine Benzyl Ester, COC[C@@H]1C[C@@H](CN1C(=O)OC(C)(C)C)C(=O)O (cis-5-Methoxymethyl-Boc-3-pyrrolidine carboxylic acid), CN(C)C=O (DMF), cis-Boc-(5-MOM)-PCA-OBn, C(=O)([O-])[O-].[Cs+].[Cs+] (Cs2CO3), C(C1=CC=CC=C1)Br (benzyl bromide). Run at time 24 hour. Yields the product COC[C@@H]1C[C@@H](CN1C(=O)OCC1=CC=CC=C1)C#N (cis-5-Methoxymethyl-3-Cyano-Cbz-Pyrrolidine). Yield: 85.0%. As a reaction SMILES: [CH3:1][O:2][CH2:3][C@H:4]1[N:8]([C:9]([O:11][C:12]([CH3:15])(C)C)=[O:10])[CH2:7][C@@H:6]([C:16](O)=O)[CH2:5]1.C([O-])([O-])=O.[Cs+].[Cs+].[CH2:25](Br)[C:26]1C=C[CH:29]=[CH:28][CH:27]=1.C[N:34](C=O)C>>[CH3:1][O:2][CH2:3][C@H:4]1[N:8]([C:9]([O:11][CH2:12][C:15]2[CH:29]=[CH:28][CH:27]=[CH:26][CH:25]=2)=[O:10])[CH2:7][C@@H:6]([C:16]#[N:34])[CH2:5]1 |f:1.2.3|. Procedure: cis-5-Methoxymethyl-Boc-3-Pyrrolidine Benzyl Ester Acid {cis-Boc-(5-MOM)-PCA-OBn} 4.8. cis-5-Methoxymethyl-Boc-3-pyrrolidine carboxylic acid (1.4 g, 5.3 mmol) was dissolved in DMF (26.5 mL). Cs2CO3 (1.73 g, 5.3 mmol) and benzyl bromide (0.76 mL, 6.4 mmol) were added, and the reaction mixture was stirred 24 h at room temperature. The reaction mixture was concentrated, and the residue was dissolved in H2O. The aqueous solution was extracted with ethyl acetate. The organic layer was dried over MgSO...